This data is from the Open Reaction Database (ORD), a public repository of structured organic reaction records. The task is: describe an organic reaction: reactants, conditions, products, and yield Starting materials: BrC=1C=CC(=C(C1)C(C(CO[Si](C)(C)C(C)(C)C)(F)F)=O)F (1-(5-bromo-2-fluorophenyl)-3-(tert-butyldimethylsilyloxy)-2,2-difluoropropan-1-one), Ti(OEt)4, CC(C)(C)S(=O)(=O)N (2-Methyl-2-propane sulfonamide). Run in C1CCOC1 (THF). Yields the product BrC=1C=CC(=C(C1)C(C(CO[Si](C)(C)C(C)(C)C)(F)F)=NS(=O)C(C)(C)C)F (N-(1-(5-bromo-2-fluorophenyl)-3-(tert-butyldimethylsilyloxy)-2,2-difluoropropylidene)-2-methylpropane-2-sulfinamide). RXN SMILES: [Br:1][C:2]1[CH:3]=[CH:4][C:5]([F:22])=[C:6]([C:8](=O)[C:9]([F:20])([F:19])[CH2:10][O:11][Si:12]([C:15]([CH3:18])([CH3:17])[CH3:16])([CH3:14])[CH3:13])[CH:7]=1.[CH3:23][C:24]([S:27]([NH2:30])(=O)=[O:28])([CH3:26])[CH3:25]>C1COCC1>[Br:1][C:2]1[CH:3]=[CH:4][C:5]([F:22])=[C:6]([C:8](=[N:30][S:27]([C:24]([CH3:26])([CH3:25])[CH3:23])=[O:28])[C:9]([F:20])([F:19])[CH2:10][O:11][Si:12]([C:15]([CH3:18])([CH3:17])[CH3:16])([CH3:14])[CH3:13])[CH:7]=1. Reported procedure: To a solution of 1-(5-bromo-2-fluorophenyl)-3-(tert-butyldimethylsilyloxy)-2,2-difluoropropan-1-one (16.0 g, 40.4 mmol) in dry THF (350 mL) was added Ti(OEt)4 (16.7 mL, 80.4 mmol) and 2-Methyl-2-propane sulfonamide (5.8 g, 48.4 mmol) and refluxed for 16 h. Reaction mixture was concentrated under reduced pressure and the crude residue was directly purified by column chromatography on silica gel with 3% ethyl acetate in Hexane to furnish title compound as a colorless liquid. Yield=13.1 g (65.5%). ... Starting materials: C=C(c1nncc2cc(-c3cc(C(=O)OC)ccc3C)ccc12)C(F)(F)F, CO, [Pd]. Yields the product COC(=O)c1ccc(C)c(-c2ccc3c(C(C)C(F)(F)F)nncc3c2)c1. As a reaction SMILES: [CH3:1][c:2]1[c:3](-[c:12]2[cH:13][c:14]3[cH:15][n:16][n:17][c:18]([C:22]([C:23]([F:24])([F:25])[F:26])=[CH2:27])[c:19]3[cH:20][cH:21]2)[cH:4][c:5]([C:6](=[O:7])[O:8][CH3:9])[cH:10][cH:11]1.[CH3:28][OH:29].[Pd:30]>>[CH3:1][c:2]1[c:3](-[c:12]2[cH:13][c:14]3[cH:15][n:16][n:17][c:18]([CH:22]([C:23]([F:24])([F:25])[F:26])[CH3:27])[c:19]3[cH:20][cH:21]2)[cH:4][c:5]([C:6](=[O:7])[O:8][CH3:9])[cH:10][cH:11]1.